Dataset: the Open Reaction Database (ORD), a public repository of structured organic reaction records. Task: describe an organic reaction: reactants, conditions, products, and yield The reactants are BrC(C(=O)OCC)C1=CC=CC=C1 (ethyl 2-bromo-2-phenylacetate), N1CCCCC1 (piperidine), TEA. Solvent: C1CCOC1 (THF), [Cl-].[Na+].O (brine). Run at time 3 hour. Yields the product C1(=CC=CC=C1)C(C(=O)OCC)N1CCCCC1 (ethyl 2-phenyl-2-(piperidin-1-yl)acetate). Yield: 34.1%. As a reaction SMILES: Br[CH:2]([C:8]1[CH:13]=[CH:12][CH:11]=[CH:10][CH:9]=1)[C:3]([O:5][CH2:6][CH3:7])=[O:4].[NH:14]1[CH2:19][CH2:18][CH2:17][CH2:16][CH2:15]1>C1COCC1.[Cl-].[Na+].O>[C:8]1([CH:2]([N:14]2[CH2:19][CH2:18][CH2:17][CH2:16][CH2:15]2)[C:3]([O:5][CH2:6][CH3:7])=[O:4])[CH:13]=[CH:12][CH:11]=[CH:10][CH:9]=1 |f:3.4.5|. Procedure details: To a solution of ethyl 2-bromo-2-phenylacetate 21 (1.50 g, 6.17 mmol) in THF (10 mL) at room temperature was added piperidine (0.641 mL, 6.48 mmol) and TEA (1.72 mL, 12.34 mmol) and the reaction mixture was stirred for 3 h then diluted with brine and extracted with ethyl acetate. The organic layer was dried over Na2SO4, filtered, and concentrated. The crude material was purified by silica gel column chromatography with gradient of ethyl acetate (0-50%) in hexane to afford 22 as a colorless visco...